The task is: describe an organic reaction: reactants, conditions, products, and yield. This data is from the Open Reaction Database (ORD), a public repository of structured organic reaction records. Starting materials: N1C=CC2=CC(=CC=C12)C(=O)OC (methyl 1H-indole-5-carboxylate), O.NN (hydrazine monohydrate). Run in C(C)O (ethanol). The product is N1C=CC2=CC(=CC=C12)C(=O)NN (1H-Indole-5-carbohydrazide). RXN SMILES: [NH:1]1[C:9]2[C:4](=[CH:5][C:6]([C:10]([O:12]C)=O)=[CH:7][CH:8]=2)[CH:3]=[CH:2]1.O.[NH2:15][NH2:16]>C(O)C>[NH:1]1[C:9]2[C:4](=[CH:5][C:6]([C:10]([NH:15][NH2:16])=[O:12])=[CH:7][CH:8]=2)[CH:3]=[CH:2]1 |f:1.2|. Reported procedure: A 100 mL round bottomed flask was charged with methyl 1H-indole-5-carboxylate (1.6 g, 9.13 mmol) and ethanol (20 mL). To this was added hydrazine monohydrate (10 g) and the mixture was placed under reflux for 7 days. The reaction mixture was concentrated to dryness and chloroform (80 mL) was added. The mixture was decanted and the insoluble white residue was washed once more with chloroform to remove traces of starting material. The white solid (1.54 g, 96%) was dried en vacuo and 1H NMR analysi... Starting materials: COC(C1=C(C=C(C(=C1)Cl)N)O)=O (4-amino-5-chloro-2-hydroxybenzoic acid methyl ester), C(Cl)Cl (DCM), C(C=C)(=O)Cl (acryloyl chloride). The solvent is C(C)N(CC)CC (triethylamine). Conditions: temperature 0 celsius, time 2 hour. Yields the product COC(C1=C(C=C(C(=C1)Cl)NC(C=C)=O)O)=O (4-acryloylamino-5-chloro-2-hydroxybenzoic acid methyl ester). Reaction SMILES: [CH3:1][O:2][C:3](=[O:13])[C:4]1[CH:9]=[C:8]([Cl:10])[C:7]([NH2:11])=[CH:6][C:5]=1[OH:12].C(Cl)Cl.[C:17](Cl)(=[O:20])[CH:18]=[CH2:19]>C(N(CC)CC)C>[CH3:1][O:2][C:3](=[O:13])[C:4]1[CH:9]=[C:8]([Cl:10])[C:7]([NH:11][C:17](=[O:20])[CH:18]=[CH2:19])=[CH:6][C:5]=1[OH:12]. Reported procedure: To 4-amino-5-chloro-2-hydroxybenzoic acid methyl ester, was added DCM and triethylamine. This mixture was cooled to 0° C. and acryloyl chloride was added dropwise with stirring. After approximately 2 hours, the reaction was quenched by adding MeOH at 0° C. and the resulting mixture was stirred at room temperature for about 15 min and then concentrated in vacuo. DCM and water were added to the residue and this mixture was mixed thoroughly. The layers were separated and the aqueous layer was extra... Starting materials: FC(C(=O)C1=CN(C2=CC(=CC=C12)C(F)(F)F)C)(F)F (2,2,2-trifluoro-1-(1-methyl-6-(trifluoromethyl)-1H-indol-3-yl)ethanone), [OH-].[Na+] (sodium hydroxide), Cl (hydrochloric acid). Reaction conditions: time 10 hour. The product is CN1C=C(C2=CC=C(C=C12)C(F)(F)F)C(=O)O (1-methyl-6-(trifluoromethyl)-1H-indole-3-carboxylic acid). The yield is 67.0%. RXN SMILES: FC(F)(F)[C:3]([C:5]1[C:13]2[C:8](=[CH:9][C:10]([C:14]([F:17])([F:16])[F:15])=[CH:11][CH:12]=2)[N:7]([CH3:18])[CH:6]=1)=[O:4].[OH-:21].[Na+].Cl>>[CH3:18][N:7]1[C:8]2[C:13](=[CH:12][CH:11]=[C:10]([C:14]([F:17])([F:16])[F:15])[CH:9]=2)[C:5]([C:3]([OH:4])=[O:21])=[CH:6]1 |f:1.2|. Procedure: A mixture of 2,2,2-trifluoro-1-(1-methyl-6-(trifluoromethyl)-1H-indol-3-yl)ethanone (195 mg, 0.66 mmol) and 20% aqueous sodium hydroxide solution (5 mL) was refluxed with stirring for 10 hours. After cooling to room temperature, the mixture was poured into 1 M hydrochloric acid, and the aqueous phase was extracted with ethyl acetate (twice). The combined organic layers were dried over magnesium sulfate and concentrated in vacuo. The residual solid was washed with 2-propanol to give 107 mg (67% y... The reactants are Ic1ccccc1, Sc1ccccc1. Yields the product c1ccc(Sc2ccccc2)cc1. As a reaction SMILES: [I:1][c:2]1[cH:3][cH:4][cH:5][cH:6][cH:7]1.[SH:8][c:9]1[cH:10][cH:11][cH:12][cH:13][cH:14]1>>[c:2]1([S:8][c:9]2[cH:10][cH:11][cH:12][cH:13][cH:14]2)[cH:3][cH:4][cH:5][cH:6][cH:7]1. Starting materials: Br, COc1ccc2cc(C(C)CN3CCCCC3CC3CCCCC3)ccc2c1. Yields the product CC(CN1CCCCC1CC1CCCCC1)c1ccc2cc(O)ccc2c1. As a reaction SMILES: [BrH:29].[CH:1]1([CH2:7][CH:8]2[N:9]([CH2:14][CH:15]([CH3:16])[c:17]3[cH:18][c:19]4[cH:20][cH:21][c:22]([O:27][CH3:28])[cH:23][c:24]4[cH:25][cH:26]3)[CH2:10][CH2:11][CH2:12][CH2:13]2)[CH2:2][CH2:3][CH2:4][CH2:5][CH2:6]1>>[CH:1]1([CH2:7][CH:8]2[N:9]([CH2:14][CH:15]([CH3:16])[c:17]3[cH:18][c:19]4[cH:20][cH:21][c:22]([OH:27])[cH:23][c:24]4[cH:25][cH:26]3)[CH2:10][CH2:11][CH2:12][CH2:13]2)[CH2:2][CH2:3][CH2:4][CH2:5][CH2:6]1.